This data is from the Open Reaction Database (ORD), a public repository of structured organic reaction records. The task is: describe an organic reaction: reactants, conditions, products, and yield Reactants: C(C1=CC=CC=C1)CC(C(=O)O)=O (benzylpyruvic acid), C(#N)[BH3-].[Na+] (Sodium cyanoborohydride), C(C1=CC=CC=C1)OC(=O)CN1C(C(CCC2=C1C=CC=C2)N)=O (1-benzyloxycarbonylmethyl-3-amino-2,3,4,5-tetrahydro-1H-[1]benzazepin-2-one), C(C1=CC=CC=C1)CC(C(=O)O)=O (benzylpyruvic acid), Cl (hydrochloric acid). The solvent is CO (methanol). Reaction conditions: time 2 hour. Yields the product C(C1=CC=CC=C1)OC(=O)CN1C(C(CCC2=C1C=CC=C2)NC(CCC2=CC=CC=C2)C(=O)O)=O (1-benzyloxycarbonylmethyl-3-(1-carboxy-3-phenylpropylamino)-2,3,4,5-tetrahydro-1H-[1]benzazepin-2-one). Reaction SMILES: C([BH3-])#N.[Na+].[CH2:5]([O:12][C:13]([CH2:15][N:16]1[C:22]2[CH:23]=[CH:24][CH:25]=[CH:26][C:21]=2[CH2:20][CH2:19][CH:18]([NH2:27])[C:17]1=[O:28])=[O:14])[C:6]1[CH:11]=[CH:10][CH:9]=[CH:8][CH:7]=1.[CH2:29]([CH2:36][C:37](=O)[C:38]([OH:40])=[O:39])[C:30]1[CH:35]=[CH:34][CH:33]=[CH:32][CH:31]=1.Cl>CO>[CH2:5]([O:12][C:13]([CH2:15][N:16]1[C:22]2[CH:23]=[CH:24][CH:25]=[CH:26][C:21]=2[CH2:20][CH2:19][CH:18]([NH:27][CH:37]([C:38]([OH:40])=[O:39])[CH2:36][CH2:29][C:30]2[CH:31]=[CH:32][CH:33]=[CH:34][CH:35]=2)[C:17]1=[O:28])=[O:14])[C:6]1[CH:7]=[CH:8][CH:9]=[CH:10][CH:11]=1 |f:0.1|. Reported procedure: Sodium cyanoborohydride (0.152 g, 0.0014 mol) was added to a solution of 1-benzyloxycarbonylmethyl-3-amino-2,3,4,5-tetrahydro-1H-[1]benzazepin-2-one (0.45 g, 0.0014 mol) and benzylpyruvic acid (0.48 g, 0.0028 mol) in methanol (35 ml). The reaction mixture was stirred at room temperature under nitrogen for 2 hours. Additional benzylpyruvic acid (0.48 g, 0.0028 mol) was added, and the reaction mixture stirred for an additional 18 hours. Concentrated hydrochloric acid (0.5 ml) was added and the res... Starting materials: C(C1=CC=CC=C1)ON1C(N(C2=CC(=C(C=C2C1=O)F)N1CCN(CC1)C)CC)=O (3-Benzyloxy-1-ethyl-6-fluoro-7-(4-methyl-piperazin-1-yl)-1H-quinazoline-2,4-dione), [H][H] (hydrogen). Reagents/catalysts: [Pd].[O-]S(=O)(=O)[O-].[Ba+2] (Pd BaSO4). Run in C1CCOC1 (THF). Product: C(C)N1C(N(C(C2=CC(=C(C=C12)N1CCN(CC1)C)F)=O)O)=O (1-Ethyl-6-fluoro-3-hydroxy-7-(4-methyl-piperazin-1-yl)-1H-quinazoline-2,4-dione). Isolated yield 94.0%. As a reaction SMILES: C([O:8][N:9]1[C:18](=[O:19])[C:17]2[C:12](=[CH:13][C:14]([N:21]3[CH2:26][CH2:25][N:24]([CH3:27])[CH2:23][CH2:22]3)=[C:15]([F:20])[CH:16]=2)[N:11]([CH2:28][CH3:29])[C:10]1=[O:30])C1C=CC=CC=1.[H][H]>C1COCC1.[Pd].[O-]S([O-])(=O)=O.[Ba+2]>[CH2:28]([N:11]1[C:12]2[C:17](=[CH:16][C:15]([F:20])=[C:14]([N:21]3[CH2:26][CH2:25][N:24]([CH3:27])[CH2:23][CH2:22]3)[CH:13]=2)[C:18](=[O:19])[N:9]([OH:8])[C:10]1=[O:30])[CH3:29] |f:3.4.5|. Reported procedure: Five percent Pd/BaSO4 (110 mg) was added to a solution of 3-benzyloxy-1-ethyl-6-fluoro-7-(4-methylpiperazin-1-yl)-1H-quinazoline-2,4-dione (Example H, 0.14 g, 0.33 mmol) in 50 mL of THF. The mixture was shaken under 50 PSI of hydrogen for 60 hours, filtered, and concentrated to afford 0.1 g of the title compound as a solid, mp 132-134° C.